describe an organic reaction: reactants, conditions, products, and yield From a dataset of the Open Reaction Database (ORD), a public repository of structured organic reaction records. The reactants are Cl.O (HCl.H2O), NC(CC1=CNC=N1)C(=O)O.Cl.O (D,L-His.HCl.H2O). The solvent is O (water). Run at time 20 hour. Yields the product N[C@@H](CC1=CNC=N1)C(=O)O (Histidine). As a reaction SMILES: Cl.O.[NH2:3][CH:4]([C:11]([OH:13])=[O:12])[CH2:5][C:6]1[N:10]=[CH:9][NH:8][CH:7]=1.Cl.O>O>[NH2:3][C@H:4]([C:11]([OH:13])=[O:12])[CH2:5][C:6]1[N:10]=[CH:9][NH:8][CH:7]=1 |f:0.1,2.3.4|. Procedure details: HCl.H2O: D,L-His.HCl.H2O (3.2 g) and the appropriate polymer were slurried in water (5 ml) and the slurry was heated to complete dissolution. The hot solution was filtered and allowed to stand at 50° C. for 20 hrs without agitation. The crystals were collected by filtration and the enantiomeric excess was determined. The results are summarized in Table VI. Reactants: C(C)(=O)OCC (ethyl acetate), COC1=C(C=C(NS(=O)(=O)CC(=O)O)C=C1)[N+](=O)[O-] (4-methoxy-3-nitroanilinesulfonylacetic acid), COC1=C(C=O)C(=CC(=C1)OC)OC (2,4,6-trimethoxy-benzaldehyde), C(C1=CC=CC=C1)N (benzylamine). Solvent: C(C)(=O)O (acetic acid). Product: COC1=C(C=CS(=O)(=O)NC2=CC(=C(C=C2)OC)[N+](=O)[O-])C(=CC(=C1)OC)OC (2,4,6-Trimethoxy styryl-N-(4-methoxy-3-nitrophenyl) Sulfonamide). Isolated yield 48.0%. Reaction SMILES: [CH3:1][O:2][C:3]1[CH:16]=[CH:15][C:6]([NH:7][S:8]([CH2:11][C:12](O)=O)(=[O:10])=[O:9])=[CH:5][C:4]=1[N+:17]([O-:19])=[O:18].[CH3:20][O:21][C:22]1[CH:29]=[C:28]([O:30][CH3:31])[CH:27]=[C:26]([O:32][CH3:33])[C:23]=1C=O.C(N)C1C=CC=CC=1.C(OCC)(=O)C>C(O)(=O)C>[CH3:31][O:30][C:28]1[CH:27]=[C:26]([O:32][CH3:33])[CH:23]=[C:22]([O:21][CH3:20])[C:29]=1[CH:12]=[CH:11][S:8]([NH:7][C:6]1[CH:15]=[CH:16][C:3]([O:2][CH3:1])=[C:4]([N+:17]([O-:19])=[O:18])[CH:5]=1)(=[O:10])=[O:9]. Reported procedure: A solution of 4-methoxy-3-nitroanilinesulfonylacetic acid (10 mmol) and 2,4,6-trimethoxy-benzaldehyde (10 mmol) in glacial acetic acid (15 mL) was stirred at room temperature for 10 min. A catalytic amount of benzylamine (300 microliters) was added to the solution. The solution was then refluxed for 8 h. The reaction mixture was then cooled to room temperature. To the cooled reaction mixture was added ethyl acetate. A solid precipitate formed and was separated by filtration. Additional of ethyl ... The reactants are CON(C(=O)C1CN(CCC1)CC1=CC=C(C=C1)OC)C (1-(4-Methoxy-benzyl)-piperidine-3-carboxylic acid methoxy-methyl-amide), [Cl-] (chloride), C1CCOC1 (THF). Procedure details: Combine 1-(4-Methoxy-benzyl)-piperidine-3-carboxylic acid methoxy-methyl-amide (401.0 mg, 1.37 mmol) and THF (10 mL) at 0° C. under a Nitrogen atmosphere. By dropwise addition, add Propylmagesium chloride (4.0 mL, 8.22 mmol). Reflux the reaction for 5 hours then cool the reaction to room temperature and quench the reaction mixture with sat NH4Cl (aq) and extract product from the water using Ethyl acetate. Wash the organic layer with brine and then dry over Na2SO4. Concentrate under reduced press... Reaction SMILES: CON(C)[C:4]([CH:6]1[CH2:11][CH2:10][CH2:9][N:8]([CH2:12][C:13]2[CH:18]=[CH:17][C:16]([O:19][CH3:20])=[CH:15][CH:14]=2)[CH2:7]1)=[O:5].[Cl-].[CH2:23]1[CH2:27]OC[CH2:24]1>>[CH3:20][O:19][C:16]1[CH:15]=[CH:14][C:13]([CH2:12][N:8]2[CH2:9][CH2:10][CH2:11][CH:6]([C:4](=[O:5])[CH2:24][CH2:23][CH3:27])[CH2:7]2)=[CH:18][CH:17]=1. Product: COC1=CC=C(CN2CC(CCC2)C(CCC)=O)C=C1 (1-[1-(4-Methoxy-benzyl)-piperidin-3-yl]-butan-1-one). Isolated yield 94.0%.